This data is from the Open Reaction Database (ORD), a public repository of structured organic reaction records. The task is: describe an organic reaction: reactants, conditions, products, and yield Starting materials: CCCCCC=CCC=CCCCCCCCC(=O)Cl, C[N+](C)(C)CC(O)CC(=O)[O-]. The product is [Cl-], CCCCCC=CCC=CCCCCCCCC(=O)OC(CC(=O)O)C[N+](C)(C)C. Reaction SMILES: [C:12]([CH2:13][CH2:14][CH2:15][CH2:16][CH2:17][CH2:18][CH2:19][CH:20]=[CH:21][CH2:22][CH:23]=[CH:24][CH2:25][CH2:26][CH2:27][CH2:28][CH3:29])(=[O:30])[Cl:31].[OH:1][CH:2]([CH2:3][N+:4]([CH3:5])([CH3:6])[CH3:7])[CH2:8][C:9]([O-:10])=[O:11]>>[Cl-:31].[O:1]([CH:2]([CH2:3][N+:4]([CH3:5])([CH3:6])[CH3:7])[CH2:8][C:9]([OH:10])=[O:11])[C:12]([CH2:13][CH2:14][CH2:15][CH2:16][CH2:17][CH2:18][CH2:19][CH:20]=[CH:21][CH2:22][CH:23]=[CH:24][CH2:25][CH2:26][CH2:27][CH2:28][CH3:29])=[O:30]. Yields the product Cl.Cl.NCCOCCN1CCC2(CC1)OC1=CC=C(C=C1C(C2)=O)NS(=O)(=O)C (N-(1′-(2-(2-Aminoethoxy)ethyl)-4-oxospiro[chroman-2,4′-piperidine]-6-yl)methanesulfon-amide dihydrochloride). RXN SMILES: [CH3:1][S:2]([NH:5][C:6]1[CH:7]=[C:8]2[C:31](=[CH:32][CH:33]=1)[O:30][C:11]1([CH2:16][CH2:15][N:14]([CH2:17][CH2:18][O:19][CH2:20][CH2:21][NH:22]C(=O)OC(C)(C)C)[CH2:13][CH2:12]1)[CH2:10][C:9]2=[O:34])(=[O:4])=[O:3].CO.[Cl:37]CCl>Cl.C(O)(=O)C>[ClH:37].[ClH:37].[NH2:22][CH2:21][CH2:20][O:19][CH2:18][CH2:17][N:14]1[CH2:13][CH2:12][C:11]2([CH2:10][C:9](=[O:34])[C:8]3[C:31](=[CH:32][CH:33]=[C:6]([NH:5][S:2]([CH3:1])(=[O:3])=[O:4])[CH:7]=3)[O:30]2)[CH2:16][CH2:15]1 |f:5.6.7|. Run at time 1.5 hour. The reagents and catalysts are Cl (hydrochloric acid). Reactants: ClCCl (dichloromethane), CO (methanol), CS(=O)(=O)NC=1C=C2C(CC3(CCN(CC3)CCOCCNC(OC(C)(C)C)=O)OC2=CC1)=O (tert-Butyl 2-(2-(6-(methylsulfonamido)-4-oxospiro[chroman-2,4′-piperidine]-1′-yl)ethoxy)ethylcarbamate), CS(=O)(=O)NC=1C=C2C(CC3(CCN(CC3)CCOCCNC(OC(C)(C)C)=O)OC2=CC1)=O (tert-Butyl 2-(2-(6-(methylsulfonamido)-4-oxospiro[chroman-2,4′-piperidine]-1′-yl)ethoxy)ethylcarbamate). The solvent is C(C)(=O)O (acetic acid). Reported procedure: Ten drops of concentrated hydrochloric acid was added to a solution of tert-butyl 2-(2-(6-(methylsulfonamido)-4-oxospiro[chroman-2,4′-piperidine]-1′-yl)ethoxy)ethylcarbamate (12, 0.51 g, 1.02 mmol) in 5 mL of glacial acetic acid and the resulting solution was stirred at room temperature. After ˜1.5 hours, TLC (silica gel, 10% methanol in dichloromethane, UV visualization) shows complete disappearance of starting compound 12 (Rf=0.2−0.3) and a new spot at the origin. Volatile components were remo... Starting materials: CC(=CCOC1=CC=C2CCCOC2=C1)C(CC=C(C)C)C (7-(3,4,7-trimethyl-2,6-octadienyloxy)-chromane), C(C)(=O)OO (peracetic acid). The product is O1C(CC(C(=CCOC2=CC=C3CCCOC3=C2)C)C)C1(C)C (7-(6,7-epoxy-3,4,7-trimethyl-2-octenyloxy)-chromane). RXN SMILES: [CH3:1][C:2]([CH:16]([CH3:22])[CH2:17][CH:18]=[C:19]([CH3:21])[CH3:20])=[CH:3][CH2:4][O:5][C:6]1[CH:15]=[C:14]2[C:9]([CH2:10][CH2:11][CH2:12][O:13]2)=[CH:8][CH:7]=1.C(OO)(=[O:25])C>>[O:25]1[C:19]([CH3:21])([CH3:20])[CH:18]1[CH2:17][CH:16]([CH3:22])[C:2]([CH3:1])=[CH:3][CH2:4][O:5][C:6]1[CH:15]=[C:14]2[C:9]([CH2:10][CH2:11][CH2:12][O:13]2)=[CH:8][CH:7]=1. Procedure details: Following the procedure of Example 17, 7-(3,4,7-trimethyl-2,6-octadienyloxy)-chromane and peracetic acid are reacted to form 7-(6,7-epoxy-3,4,7-trimethyl-2-octenyloxy)-chromane, nD20 = 1.5311. Starting materials: CC1=CC=C(C=C1)S(=O)(=O)O.CC1=C(C=C(C(N1C1=CC(=CC=C1)C(F)(F)F)=O)C(=O)NCC1=NC=C(C=C1)S(=O)(=O)C)C1=CC=NN1C (6-methyl-5-(1-methyl-1H-pyrazol-5-yl)-N-{[5-(methylsulfonyl)pyridin-2-yl]methyl}-2-oxo-1-[3-(trifluoromethyl)phenyl]-1,2-dihydropyridine-3-carboxamide 4-methylbenzenesulfonate), S(=O)(=O)([O-])C1=CC=C(C)C=C1 (tosylate), CC1=CC=C(C=C1)S(=O)(=O)O.CC1=C(C=C(C(N1C1=CC(=CC=C1)C(F)(F)F)=O)C(=O)NCC1=NC=C(C=C1)S(=O)(=O)C)C1=CC=NN1C (6-methyl-5-(1-methyl-1H-pyrazol-5-yl)-N-{[5-(methylsulfonyl)pyridin-2-yl]methyl}-2-oxo-1-[3-(trifluoromethyl)phenyl]-1,2-dihydropyridine-3-carboxamide 4-methylbenzenesulfonate), C=1(C(=CC(=CC1)C)S(=O)(=O)O)C (p-xylene-2-sulfonic acid). Product: CC1=CC=C(C=C1)S(=O)(=O)O.CC1=C(C=C(C(N1C1=CC(=CC=C1)C(F)(F)F)=O)C(=O)NCC1=NC=C(C=C1)S(=O)(=O)C)C1=CC=NN1C (6-methyl-5-(1-methyl-1H-pyrazol-5-yl)-N-{[5-(methylsulfonyl)pyridin-2-yl]methyl}-2-oxo-1-[3-(trifluoromethyl)phenyl]-1,2-dihydropyridine-3-carboxamide 4-methylbenzenesulfonate), C=1(C(=CC(=CC1)C)S(=O)(=O)[O-])C (p-xylene-2-sulfonate). RXN SMILES: [CH3:1][C:2]1[CH:7]=[CH:6][C:5]([S:8]([OH:11])(=[O:10])=[O:9])=[CH:4][CH:3]=1.[CH3:12][C:13]1[N:18]([C:19]2[CH:24]=[CH:23][CH:22]=[C:21]([C:25]([F:28])([F:27])[F:26])[CH:20]=2)[C:17](=[O:29])[C:16]([C:30]([NH:32][CH2:33][C:34]2[CH:39]=[CH:38][C:37]([S:40]([CH3:43])(=[O:42])=[O:41])=[CH:36][N:35]=2)=[O:31])=[CH:15][C:14]=1[C:44]1[N:48]([CH3:49])[N:47]=[CH:46][CH:45]=1.S(C1C=CC(C)=CC=1)([O-])(=O)=O.[C:61]1([CH3:72])[C:62]([S:68]([OH:71])(=[O:70])=[O:69])=[CH:63][C:64]([CH3:67])=[CH:65][CH:66]=1>>[CH3:1][C:2]1[CH:3]=[CH:4][C:5]([S:8]([OH:11])(=[O:10])=[O:9])=[CH:6][CH:7]=1.[CH3:12][C:13]1[N:18]([C:19]2[CH:24]=[CH:23][CH:22]=[C:21]([C:25]([F:27])([F:26])[F:28])[CH:20]=2)[C:17](=[O:29])[C:16]([C:30]([NH:32][CH2:33][C:34]2[CH:39]=[CH:38][C:37]([S:40]([CH3:43])(=[O:42])=[O:41])=[CH:36][N:35]=2)=[O:31])=[CH:15][C:14]=1[C:44]1[N:48]([CH3:49])[N:47]=[CH:46][CH:45]=1.[C:61]1([CH3:72])[C:62]([S:68]([O-:71])(=[O:70])=[O:69])=[CH:63][C:64]([CH3:67])=[CH:65][CH:66]=1 |f:0.1,4.5|. Procedure: Compound (I) p-xylene-2-sulfonate was synthesized using an analogous method to that described for the synthesis of compound (I) tosylate in Example 8a from compound (I) (50 mg, 0.092 mmol) and p-xylene-2-sulfonic acid (20 mg, 0.092 mmol). No precipitation was obtained after stirring over night. After the evaporation of 50% of the solvent and stirring for an extra night a good precipitation of the title product was obtained; yield 56 mg, 0.076 mmol, 83%. The compound (I) p-xylene-2-sulfonate (2,5...